Dataset: the Open Reaction Database (ORD), a public repository of structured organic reaction records. Task: describe an organic reaction: reactants, conditions, products, and yield Reactants: COC(C1=CC=C(C=C1)C1CN(C1)CC1=CC=C(C=C1)[C@H]1COC2=C(O1)C=CC=C2)=O (4-{1-[(S)-4-(2,3-Dihydro-benzo[1,4]dioxin-2-yl)-benzyl]-azetidin-3-yl}-benzoic acid methyl ester), N1CCC(CCC1)C(=O)O (azepane-4-carboxylic acid). Yields the product O1[C@H](COC2=C1C=CC=C2)C2=CC=C(CN1CCC(CCC1)C(=O)O)C=C2 (1-[(S)-4-(2,3-Dihydro-benzo[1,4]dioxin-2-yl)-benzyl]-azepane-4-carboxylic acid). Reaction SMILES: COC(=O)C1C=CC([CH:10]2C[N:12]([CH2:14][C:15]3[CH:20]=[CH:19][C:18]([C@@H:21]4[O:26][C:25]5[CH:27]=[CH:28][CH:29]=[CH:30][C:24]=5[O:23][CH2:22]4)=[CH:17][CH:16]=3)[CH2:11]2)=CC=1.N1[CH2:38][CH2:37][CH2:36][CH:35]([C:39]([OH:41])=[O:40])CC1>>[O:26]1[C:25]2[CH:27]=[CH:28][CH:29]=[CH:30][C:24]=2[O:23][CH2:22][C@@H:21]1[C:18]1[CH:17]=[CH:16][C:15]([CH2:14][N:12]2[CH2:38][CH2:37][CH2:36][CH:35]([C:39]([OH:41])=[O:40])[CH2:10][CH2:11]2)=[CH:20][CH:19]=1. Procedure: Compound 266 is synthesized from Intermediate A and azepane-4-carboxylic acid according to General Method B. (LC/MS method 16: ES+ m/z 368.3 [M+H]+, Rt=2.76 min) Reactants: CCO, CC(C)(O)CCl, Oc1ccc(Oc2ccc(Cl)cc2)cc1, [Na+], [OH-], O. Yields the product CC(C)(O)COc1ccc(Oc2ccc(Cl)cc2)cc1. Reaction SMILES: [CH3:24][CH2:25][OH:26].[Cl:1][CH2:2][C:3]([CH3:4])([OH:5])[CH3:6].[Cl:7][c:8]1[cH:9][cH:10][c:11]([O:12][c:13]2[cH:14][cH:15][c:16]([OH:19])[cH:17][cH:18]2)[cH:20][cH:21]1.[Na+:23].[OH-:22].[OH2:27]>>[CH2:2]([C:3]([CH3:4])([OH:5])[CH3:6])[O:19][c:16]1[cH:15][cH:14][c:13]([O:12][c:11]2[cH:10][cH:9][c:8]([Cl:7])[cH:21][cH:20]2)[cH:18][cH:17]1. Reactants: CCc1cccc(-c2ccc(C(=O)OC)cc2C2=CCCC2(C)C)c1, CO, [H][H]. The product is CCc1cccc(-c2ccc(C(=O)OC)cc2C2CCCC2(C)C)c1. RXN SMILES: [CH3:1][C:2]1([CH3:25])[CH2:3][CH2:4][CH:5]=[C:6]1[c:7]1[c:8](-[c:17]2[cH:18][c:19]([CH2:23][CH3:24])[cH:20][cH:21][cH:22]2)[cH:9][cH:10][c:11]([C:13](=[O:14])[O:15][CH3:16])[cH:12]1.[CH3:28][OH:29].[H:26][H:27]>>[CH3:1][C:2]1([CH3:25])[CH2:3][CH2:4][CH2:5][CH:6]1[c:7]1[c:8](-[c:17]2[cH:18][c:19]([CH2:23][CH3:24])[cH:20][cH:21][cH:22]2)[cH:9][cH:10][c:11]([C:13](=[O:14])[O:15][CH3:16])[cH:12]1. The reactants are O.O.[Na+].[Na+].C(CN(CC(=O)[O-])CC(=O)[O-])N(CC(=O)O)CC(=O)O (ethylenediamine-tetraacetic acid disodium salt dihydrate). Run in O (water). Product: C(CN(CC(=O)O)CC(=O)O)N(CC(=O)O)CC(=O)O (EDTA). RXN SMILES: O.O.[Na+].[Na+].[CH2:5]([N:16]([CH2:21][C:22]([OH:24])=[O:23])[CH2:17][C:18]([OH:20])=[O:19])[CH2:6][N:7]([CH2:12][C:13]([O-:15])=[O:14])[CH2:8][C:9]([O-:11])=[O:10]>O>[CH2:6]([N:7]([CH2:12][C:13]([OH:15])=[O:14])[CH2:8][C:9]([OH:11])=[O:10])[CH2:5][N:16]([CH2:21][C:22]([OH:24])=[O:23])[CH2:17][C:18]([OH:20])=[O:19] |f:0.1.2.3.4|. Reported procedure: 3.7224 g of ethylenediamine-tetraacetic acid disodium salt dihydrate are dissolved in 50 ml of RO water (using a magnetic stirrer about 30 minutes). Reactants: [OH-].[K+] (potassium hydroxide), FC1=CC=C(C=C1)[N+](=O)[O-] (4-fluoronitrobenzene), Cl (hydrochloric acid), CN(CCCNC)C (N,N,N′-trimethyl-1,3-propanediamine). The solvent is CS(=O)C (dimethylsulfoxide), O (Water). Run at temperature 65 celsius. Product: CN(CCCN(C1=CC=C(C=C1)[N+](=O)[O-])C)C (N,N,N′-trimethyl-N′-(4-nitrophenyl)propane-1,3-diamine), ditrifluoroacetate. RXN SMILES: [OH-].[K+].[CH3:3][N:4]([CH3:10])[CH2:5][CH2:6][CH2:7][NH:8][CH3:9].F[C:12]1[CH:17]=[CH:16][C:15]([N+:18]([O-:20])=[O:19])=[CH:14][CH:13]=1.Cl>CS(C)=O.O>[CH3:3][N:4]([CH3:10])[CH2:5][CH2:6][CH2:7][N:8]([CH3:9])[C:12]1[CH:17]=[CH:16][C:15]([N+:18]([O-:20])=[O:19])=[CH:14][CH:13]=1 |f:0.1|. Procedure: To a suspension of potassium hydroxide (1.4 g, 25 mmol) in dimethylsulfoxide (13 mL) is added N,N,N′-trimethyl-1,3-propanediamine (1.8 mL, 12 mmol). While stirring vigorously and while heating to 65° C., 4-fluoronitrobenzene (1.1 mL, 10 mmol) is added dropwise. After stirring at this temperature for 6 hours, the mixture is allowed to cool to room temperature. Water is added and the mixture is acidified to pH 1 with concentrated hydrochloric acid and then extracted 3× with chloroform (3×30 mL). T...